describe an organic reaction: reactants, conditions, products, and yield From a dataset of the Open Reaction Database (ORD), a public repository of structured organic reaction records. Product: Cc1ccc(C(=O)c2ccc([N+](=O)[O-])cc2)cc1. Starting materials: [Al+3], Cc1ccccc1, [Cl-], [Cl-], [Cl-], Cl, O=C(Cl)c1ccc([N+](=O)[O-])cc1, O, S=C=S. As a reaction SMILES: [Al+3:2].[CH3:17][c:18]1[cH:19][cH:20][cH:21][cH:22][cH:23]1.[Cl-:1].[Cl-:3].[Cl-:4].[ClH:24].[N+:5](=[O:6])([O-:7])[c:8]1[cH:9][cH:10][c:11]([C:12](=[O:13])[Cl:14])[cH:15][cH:16]1.[OH2:28].[S:25]=[C:26]=[S:27]>>[N+:5](=[O:6])([O-:7])[c:8]1[cH:9][cH:10][c:11]([C:12](=[O:13])[c:21]2[cH:20][cH:19][c:18]([CH3:17])[cH:23][cH:22]2)[cH:15][cH:16]1. Starting materials: Nc1c(Cl)cc(C(F)(F)F)cc1I, Cl, O=N[O-], [Na+], O, O=[PH2]O. Yields the product FC(F)(F)c1cc(Cl)cc(I)c1. Reaction SMILES: [Cl:1][c:2]1[c:3]([NH2:13])[c:4]([I:12])[cH:5][c:6]([C:8]([F:9])([F:10])[F:11])[cH:7]1.[ClH:14].[N:15]([O-:16])=[O:17].[Na+:18].[OH2:22].[PH2:19]([OH:20])=[O:21]>>[Cl:1][c:2]1[cH:3][c:4]([I:12])[cH:5][c:6]([C:8]([F:9])([F:10])[F:11])[cH:7]1. Reactants: CC(C)(C)C#Cc1cnc2c(c1)C1(COC(N)=N1)c1cc(-c3cccnc3)ccc1O2, CO, [H][H]. Product: CC(C)(C)CCc1cnc2c(c1)C1(COC(N)=N1)c1cc(-c3cccnc3)ccc1O2. Reaction SMILES: [CH3:1][C:2]([C:3]#[C:4][c:5]1[cH:6][c:7]2[c:8]([n:9][cH:10]1)[O:11][c:12]1[cH:13][cH:14][c:15](-[c:24]3[cH:25][n:26][cH:27][cH:28][cH:29]3)[cH:16][c:17]1[C:18]21[N:19]=[C:20]([NH2:23])[O:21][CH2:22]1)([CH3:30])[CH3:31].[CH3:34][OH:35].[H:32][H:33]>>[CH3:1][C:2]([CH2:3][CH2:4][c:5]1[cH:6][c:7]2[c:8]([n:9][cH:10]1)[O:11][c:12]1[cH:13][cH:14][c:15](-[c:24]3[cH:25][n:26][cH:27][cH:28][cH:29]3)[cH:16][c:17]1[C:18]21[N:19]=[C:20]([NH2:23])[O:21][CH2:22]1)([CH3:30])[CH3:31]. The reactants are polyester, C1(CCC(=O)O1)=O (succinic anhydride), C(CCC)(O)O (butanediol), polyester, 150, C(CCCCC(=O)O)(=O)O (adipic acid), CC(C)(CO)CO (neopentylglycol), silicone, triglycidyl isocyanurate. Run at temperature 120 celsius, time 16 hour. The product is C=CC1=CC=CC=C1.C=CC1=CC=C(C=C1)C=C.C1C(O1)COCC2=CC=CC=C2 (Epoxide resin). Reaction SMILES: [C:1]1(=O)O[C:4](=O)[CH2:3][CH2:2]1.[CH:8]([OH:13])(O)[CH2:9][CH2:10][CH3:11].[C:14](O)(=O)[CH2:15][CH2:16][CH2:17][CH2:18][C:19](O)=O.[CH3:24][C:25]([CH2:29][OH:30])([CH2:27]O)C>>[CH2:1]=[CH:2][C:3]1[CH:4]=[CH:11][CH:10]=[CH:9][CH:8]=1.[CH2:14]=[CH:15][C:16]1[CH:2]=[CH:1][C:19]([CH:24]=[CH2:25])=[CH:18][CH:17]=1.[CH2:29]1[O:30][CH:25]1[CH2:27][O:13][CH2:8][C:9]1[CH:10]=[CH:11][CH:3]=[CH:2][CH:1]=1 |f:4.5.6|. Procedure details: 77 g (0.05 equivalent) of an acid polyester prepared, by the melt process, from 21 mols of succinic anhydride and 20 mols of butanediol and 35 g (0.05 equivalent) of an acid polyester prepared, by the melt process, from 8 mols of adipic acid and 7 mols of neopentylglycol are warmed to 120° C. and mixed well with 11.0 g (0.1 equivalent) of triglycidyl isocyanurate and the mixture is poured into Anticorodal moulds which have internal dimensions of 150×150×1 mm, have been treated with a silicone mo... The reactants are C(C1=CC=CC=C1)N (benzylamine), ClC=1C2=CC=C(C=C2N=C2CCCCC12)C(C)(C)C (9-Chloro-6-(1,1-dimethylethyl)-1,2,3,4-tetrahydroacridine), [OH-].[Na+] (NaOH). Solvent: C1(=CC=CC=C1)O (phenol). Yields the product C(C1=CC=CC=C1)NC=1C2=CC=C(C=C2N=C2CCCCC12)C(C)(C)C (9-Benzylamino-6-(1,1,dimethylethyl)-1,2,3,4-tetrahydroacridine). The yield is 55.4%. RXN SMILES: Cl[C:2]1[C:3]2[C:8]([N:9]=[C:10]3[C:15]=1[CH2:14][CH2:13][CH2:12][CH2:11]3)=[CH:7][C:6]([C:16]([CH3:19])([CH3:18])[CH3:17])=[CH:5][CH:4]=2.[CH2:20]([NH2:27])[C:21]1[CH:26]=[CH:25][CH:24]=[CH:23][CH:22]=1.[OH-].[Na+]>C1(O)C=CC=CC=1>[CH2:20]([NH:27][C:2]1[C:3]2[C:8]([N:9]=[C:10]3[C:15]=1[CH2:14][CH2:13][CH2:12][CH2:11]3)=[CH:7][C:6]([C:16]([CH3:19])([CH3:18])[CH3:17])=[CH:5][CH:4]=2)[C:21]1[CH:26]=[CH:25][CH:24]=[CH:23][CH:22]=1 |f:2.3|. Procedure details: 9-Chloro-6-(1,1-dimethylethyl)-1,2,3,4-tetrahydroacridine (3.0 g) was dissolved in 60 ml of phenol and heated at 150° C. with 3.54 g of benzylamine. After 2 hours the reaction mixture was poured into 10% NaOH and extracted with Et2O. The organic phase was separated, washed with H2O, and then treated with 5% HCl. The insoluble hydrochloride was filtered off and recrystallized from isopropanol/ether and then from methanol/ether to give 2.09 g of product, m.p. 247° (d). Starting materials: CN1CCOCC1, O=C(Cl)Oc1ccc([N+](=O)[O-])cc1, ClCCl, CC(C)c1nc(CO)cs1. Yields the product CC(C)c1nc(COC(=O)Oc2ccc([N+](=O)[O-])cc2)cs1. As a reaction SMILES: [CH3:24][N:25]1[CH2:26][CH2:27][O:28][CH2:29][CH2:30]1.[Cl:1][C:2](=[O:3])[O:4][c:5]1[cH:6][cH:7][c:8]([N+:11](=[O:12])[O-:13])[cH:9][cH:10]1.[Cl:31][CH2:32][Cl:33].[OH:14][CH2:15][c:16]1[n:17][c:18]([CH:21]([CH3:22])[CH3:23])[s:19][cH:20]1>>[C:2](=[O:3])([O:4][c:5]1[cH:6][cH:7][c:8]([N+:11](=[O:12])[O-:13])[cH:9][cH:10]1)[O:14][CH2:15][c:16]1[n:17][c:18]([CH:21]([CH3:22])[CH3:23])[s:19][cH:20]1.